From a dataset of the Open Reaction Database (ORD), a public repository of structured organic reaction records. describe an organic reaction: reactants, conditions, products, and yield Reactants: BrCC1=NC2=C(N(C1=O)C1=CC(=CC=C1)NC(C1=CC(=CC(=C1)Cl)Cl)=O)N=CC=C2 (2-bromomethyl-4-[3-(3,5-dichlorobenzoylamino)phenyl]-3-oxo-3,4-dihydropyrido[2,3-b]pyrazine), CC=1NC=CN1 (2-methylimidazole), C(O)([O-])=O.[Na+] (sodium hydrogencarbonate). Run in CN(C=O)C (N,N-dimethylformamide). Product: CC=1N(C=CN1)CC1=NC2=C(N(C1=O)C1=CC(=CC=C1)NC(C1=CC(=CC(=C1)Cl)Cl)=O)N=CC=C2 (2-[(2-methylimidazol-1-yl)-methyl]-4-[3-(3,5-dichlorobenzoylamino)phenyl]-3-oxo-3,4-dihydropyrido[2,3-b]pyrazine). The yield is 47.5%. RXN SMILES: Br[CH2:2][C:3]1[C:8](=[O:9])[N:7]([C:10]2[CH:15]=[CH:14][CH:13]=[C:12]([NH:16][C:17](=[O:26])[C:18]3[CH:23]=[C:22]([Cl:24])[CH:21]=[C:20]([Cl:25])[CH:19]=3)[CH:11]=2)[C:6]2[N:27]=[CH:28][CH:29]=[CH:30][C:5]=2[N:4]=1.[CH3:31][C:32]1[NH:33][CH:34]=[CH:35][N:36]=1.C(=O)([O-])O.[Na+]>CN(C)C=O>[CH3:31][C:32]1[N:33]([CH2:2][C:3]2[C:8](=[O:9])[N:7]([C:10]3[CH:15]=[CH:14][CH:13]=[C:12]([NH:16][C:17](=[O:26])[C:18]4[CH:23]=[C:22]([Cl:24])[CH:21]=[C:20]([Cl:25])[CH:19]=4)[CH:11]=3)[C:6]3[N:27]=[CH:28][CH:29]=[CH:30][C:5]=3[N:4]=2)[CH:34]=[CH:35][N:36]=1 |f:2.3|. Procedure: The solution of 2-bromomethyl-4-[3-(3,5-dichlorobenzoylamino)phenyl]-3-oxo-3,4-dihydropyrido[2,3-b]pyrazine (105 mg) and 2-methylimidazole (171 mg) in N,N-dimethylformamide (10 ml) was stirred for 3 hours at 70° C. and 1 hour at 80° C. The mixture was poured into aqueous sodium hydrogencarbonate and extracted by ethyl acetate (100 ml). The organic layer was evaporated and chromatographed to obtain 2-[(2-methylimidazol-1-yl)-methyl]-4-[3-(3,5-dichlorobenzoylamino)phenyl]-3-oxo-3,4-dihydropyrido[2... Reactants: Cc1cc(C(=O)O)c(C(F)(F)F)o1, [Cu+], [Cu+], O=S(=O)([O-])[O-], c1ccc2ncccc2c1. The product is Cc1ccc(C(F)(F)F)o1. As a reaction SMILES: [CH3:1][c:2]1[cH:3][c:4]([C:11]([OH:12])=[O:13])[c:5]([C:7]([F:8])([F:9])[F:10])[o:6]1.[Cu+:29].[Cu+:30].[S:24]([O-:25])([O-:26])(=[O:27])=[O:28].[cH:14]1[cH:15][c:16]2[c:17]([n:18][cH:19][cH:20][cH:21]2)[cH:22][cH:23]1>>[CH3:1][c:2]1[cH:3][cH:4][c:5]([C:7]([F:8])([F:9])[F:10])[o:6]1. Reactants: NCC[C@H](CO)O ((R)-4-aminobutane-1,2-diol), CC1(C=2C=CC(=CC2C(CC1)(C)C)C=1N=C(SC1)N1CCC(CC1)=O)C (1-[4-(5,5,8,8-tetramethyl-5,6,7,8-tetrahydronaphthalen-2-yl)thiazol-2-yl]piperidin-4-one), Cl (hydrochloride). The product is CC1(C=2C=CC(=CC2C(CC1)(C)C)C=1N=C(SC1)N1CCC(CC1)NCC[C@H](CO)O)C ((R)-4-{1-[4-(5,5,8,8-tetramethyl-5,6,7,8-tetrahydronaphthalen-2-yl)thiazol-2-yl]piperidin-4-ylamino}butane-1,2-diol). RXN SMILES: [NH2:1][CH2:2][CH2:3][C@@H:4]([OH:7])[CH2:5][OH:6].[CH3:8][C:9]1([CH3:33])[CH2:18][CH2:17][C:16]([CH3:20])([CH3:19])[C:15]2[CH:14]=[C:13]([C:21]3[N:22]=[C:23]([N:26]4[CH2:31][CH2:30][C:29](=O)[CH2:28][CH2:27]4)[S:24][CH:25]=3)[CH:12]=[CH:11][C:10]1=2.Cl>>[CH3:8][C:9]1([CH3:33])[CH2:18][CH2:17][C:16]([CH3:19])([CH3:20])[C:15]2[CH:14]=[C:13]([C:21]3[N:22]=[C:23]([N:26]4[CH2:31][CH2:30][CH:29]([NH:1][CH2:2][CH2:3][C@@H:4]([OH:7])[CH2:5][OH:6])[CH2:28][CH2:27]4)[S:24][CH:25]=3)[CH:12]=[CH:11][C:10]1=2. Procedure: The preparation is carried out analogously starting from 22 mg (0.21 mmol) of (R)-4-aminobutane-1,2-diol and 80 mg (0.21 mmol) of 1-[4-(5,5,8,8-tetramethyl-5,6,7,8-tetrahydronaphthalen-2-yl)thiazol-2-yl]piperidin-4-one. The product is in the form of the hydrochloride. Starting materials: CC=1C=C(C(=O)O)C=CC1C(=O)N1CCCC1 (3-methyl-4-(pyrrolidin-1-ylcarbonyl)benzoic acid), CN(C)C(=[N+](C)C)ON1C2=C(C=CC=C2)N=N1.[B-](F)(F)(F)F (TBTU), C(C)(C)N(CC)C(C)C (diisopropylethylamine), C(C)(C)(C)OC(=O)NCC(C1=NC2=C(N1)C=CC(=C2)Cl)N (2-tert-butoxycarbonylamino-1-(5-chloro-1H-benzimidazol-2-yl)ethylamine), ClCl (chlorine), C27H32ClN5O4, ClCl (chlorine). The solvent is O1CCCC1 (tetrahydrofuran), C1CCCCC1.C(C)O (cyclohexane ethanol). The product is C(C)(C)(C)OC(=O)NCC(C1=NC2=C(N1)C=CC(=C2)Cl)NC(C2=CC(=C(C=C2)C(=O)N2CCCC2)C)=O (rac.-N-[2-tert-butoxycarbonylamino-1-(5-chloro-1H-benzimidazol-2-yl)ethyl]-3-methyl-4-(pyrrolidin-1-ylcarbonyl)benzamide). The yield is 64.0%. Reaction SMILES: [CH3:1][C:2]1[CH:3]=[C:4]([CH:8]=[CH:9][C:10]=1[C:11]([N:13]1[CH2:17][CH2:16][CH2:15][CH2:14]1)=[O:12])[C:5]([OH:7])=O.CN(C(ON1N=NC2C=CC=CC1=2)=[N+](C)C)C.[B-](F)(F)(F)F.C(N(C(C)C)CC)(C)C.[C:49]([O:53][C:54]([NH:56][CH2:57][CH:58]([NH2:69])[C:59]1[NH:63][C:62]2[CH:64]=[CH:65][C:66]([Cl:68])=[CH:67][C:61]=2[N:60]=1)=[O:55])([CH3:52])([CH3:51])[CH3:50].ClCl>O1CCCC1.C1CCCCC1.C(O)C>[C:49]([O:53][C:54]([NH:56][CH2:57][CH:58]([NH:69][C:5](=[O:7])[C:4]1[CH:8]=[CH:9][C:10]([C:11]([N:13]2[CH2:17][CH2:16][CH2:15][CH2:14]2)=[O:12])=[C:2]([CH3:1])[CH:3]=1)[C:59]1[NH:63][C:62]2[CH:64]=[CH:65][C:66]([Cl:68])=[CH:67][C:61]=2[N:60]=1)=[O:55])([CH3:52])([CH3:50])[CH3:51] |f:1.2,7.8|. Reported procedure: Prepared analogously to Example 1g from 3-methyl-4-(pyrrolidin-1-ylcarbonyl)benzoic acid, TBTU, diisopropylethylamine, and 2-tert-butoxycarbonylamino-1-(5-chloro-1H-benzimidazol-2-yl)ethylamine in tetrahydrofuran. Yield: 64%; Rf value: 0.67 (silica gel; cyclohexane/ethanol=7:3); C27H32ClN5O4 (526.03); mass spectrum: (M+H)+=526/528 (chlorine isotope) and (M−H)−=524/526 (chlorine isotope). Conditions: time 1 hour. Reported procedure: To a suspension of (S)-Boc-alaninamide (337 mg, 1.79 mmol) in DCM (5 mL) was added triethyloxonium tetrafluoroborate (340 mg, 1.79 mmol) in one portion under a nitrogen atmosphere. The resulting mixture was left to stir at RT for 1 h. The volatiles were removed under reduced pressure and to the resulting residue was added 4-fluoro-N2-(5-fluoropyridin-3-yl)-benzene-1,2-diamine (198 mg, 0.895 mmol) in absolute EtOH (5 mL) and the mixture stirred at 80° C. for 18 h. The volatiles were removed in va... The reactants are F[B-](F)(F)F.C(C)[O+](CC)CC (triethyloxonium tetrafluoroborate), C(=O)(OC(C)(C)C)N[C@@H](C)C(=O)N ((S)-Boc-alaninamide), FC=1C=C(C(=CC1)N)NC=1C=NC=C(C1)F (4-fluoro-N2-(5-fluoropyridin-3-yl)-benzene-1,2-diamine). The product is FC=1C=CC2=C(N(C(=N2)[C@H](C)N)C=2C=NC=C(C2)F)C1 ((S)-1-[6-Fluoro-1-(5-fluoropyridin-3-yl)-1H-benzoimidazol-2-yl]ethylamine). Isolated yield 21.2%. The solvent is C(Cl)Cl (DCM), CCO (EtOH). Reaction SMILES: C([NH:8][C@H:9]([C:11](N)=O)[CH3:10])(OC(C)(C)C)=O.F[B-](F)(F)F.C([O+](CC)CC)C.[F:26][C:27]1[CH:28]=[C:29]([NH:34][C:35]2[CH:36]=[N:37][CH:38]=[C:39]([F:41])[CH:40]=2)[C:30]([NH2:33])=[CH:31][CH:32]=1>C(Cl)Cl.CCO>[F:26][C:27]1[CH:32]=[CH:31][C:30]2[N:33]=[C:10]([C@@H:9]([NH2:8])[CH3:11])[N:34]([C:35]3[CH:36]=[N:37][CH:38]=[C:39]([F:41])[CH:40]=3)[C:29]=2[CH:28]=1 |f:1.2|.